From a dataset of the Open Reaction Database (ORD), a public repository of structured organic reaction records. describe an organic reaction: reactants, conditions, products, and yield Starting materials: C1OC=2C=C(C=O)C=CC2O1 (3,4-(methylenedioxy)benzaldehyde), C(C)N(C1=CC=C(C=C1)C1OC(=O)C2=CC(=CC=C12)N(C)C)CC1=CC=CC=C1 (3-[4-(N-ethylbenzylamino)phenyl]-6-dimethylaminophthalide), CN(C=1C=C(C(=O)O)C=CC1)C (3-dimethylaminobenzoic acid). The solvent is C(C)(=O)OC(C)=O (acetic anhydride). Product: C1OC=2C=C(C=CC2O1)C1OC(=O)C2=CC(=CC=C12)N(C)C (3-(3,4-methylenedioxyphenyl)-6-dimethylaminophthalide). Yield: 6.1%. RXN SMILES: [CH2:1]1[O:11][C:10]2[CH:9]=[CH:8][C:5]([CH:6]=[O:7])=[CH:4][C:3]=2[O:2]1.[CH3:12][N:13]([CH3:23])[C:14]1[CH:15]=[C:16]([CH:20]=[CH:21][CH:22]=1)[C:17](O)=[O:18].C(N(CC1C=CC=CC=1)C1C=CC(C2C3C(=CC(N(C)C)=CC=3)C(=O)O2)=CC=1)C>C(OC(=O)C)(=O)C>[CH2:1]1[O:11][C:10]2[CH:9]=[CH:8][C:5]([CH:6]3[C:20]4[C:16](=[CH:15][C:14]([N:13]([CH3:23])[CH3:12])=[CH:22][CH:21]=4)[C:17](=[O:18])[O:7]3)=[CH:4][C:3]=2[O:2]1. Reported procedure: Following a procedure similar to that described in Example 1, part A above, 7.5 g of 3,4-(methylenedioxy)benzaldehyde and 9.1 g of 3-dimethylaminobenzoic acid were interacted in acetic anhydride to obtain 0.9 g of 3-(3,4-methylenedioxyphenyl)-6-dimethylaminophthalide (Formula II: R=CH3 ; X=H; Y=1-[3,4-(OCH2O)C6H3 ]) a light yellow solid melting over the range 134°-143° C. Reactants: C(=O)(Cl)Cl (phosgene), ClC=1C=CC2=C(CNC3=C(O2)C=CC=C3)C1 (2-chloro-10,11-dihydrodibenz[b,f][1,4]-oxazepine). The product is ClC=1C=CC2=C(CN(C3=C(O2)C=CC=C3)C(=O)Cl)C1 (2-chlorodibenz[b,f][1,4]oxazepine-10(11H)-carbonyl chloride). RXN SMILES: [C:1]([Cl:4])(Cl)=[O:2].[Cl:5][C:6]1[CH:7]=[CH:8][C:9]2[O:15][C:14]3[CH:16]=[CH:17][CH:18]=[CH:19][C:13]=3[NH:12][CH2:11][C:10]=2[CH:20]=1>>[Cl:5][C:6]1[CH:7]=[CH:8][C:9]2[O:15][C:14]3[CH:16]=[CH:17][CH:18]=[CH:19][C:13]=3[N:12]([C:1]([Cl:4])=[O:2])[CH2:11][C:10]=2[CH:20]=1. Procedure details: 2-chlorodibenz[b,f][1,4]oxazepine-10(11H)-carbonyl chloride (43) is prepared in the manner described in Example 2 using phosgene and 2-chloro-10,11-dihydrodibenz[b,f][1,4]-oxazepine (42), prepared in the manner described above in Example 42. Starting materials: O1CCOC2=C1C=CC=C2N2CCNCC2 (1-(1,4-benzodioxan-5-yl)piperazine), C(C=C)N1C(NN=C1C=1C=NC=CC1)=S (4-allyl-5-(3-pyridyl)-1,2,4-triazole-3(2H,4H)-thione), C=O (formaldehyde). Run in C(C)(C)(C)O (t-butanol). Run at time 30 minute. Yields the product C(C=C)N1C(N(N=C1C=1C=NC=CC1)CN1CCN(CC1)C1=CC=CC=2OCCOC21)=S (4-allyl-2-[4-(1,4-benzodioxan-5-yl)piperazin-1-ylmethyl]-5-(3-pyridyl)-1,2,4-triazole-3(2H,4H)-thione). As a reaction SMILES: [O:1]1[C:6]2[CH:7]=[CH:8][CH:9]=[C:10]([N:11]3[CH2:16][CH2:15][NH:14][CH2:13][CH2:12]3)[C:5]=2[O:4][CH2:3][CH2:2]1.[CH2:17]([N:20]1[C:24]([C:25]2[CH:26]=[N:27][CH:28]=[CH:29][CH:30]=2)=[N:23][NH:22][C:21]1=[S:31])[CH:18]=[CH2:19].[CH2:32]=O>C(O)(C)(C)C>[CH2:17]([N:20]1[C:24]([C:25]2[CH:26]=[N:27][CH:28]=[CH:29][CH:30]=2)=[N:23][N:22]([CH2:32][N:14]2[CH2:15][CH2:16][N:11]([C:10]3[C:5]4[O:4][CH2:3][CH2:2][O:1][C:6]=4[CH:7]=[CH:8][CH:9]=3)[CH2:12][CH2:13]2)[C:21]1=[S:31])[CH:18]=[CH2:19]. Procedure details: A mixture of 1-(1,4-benzodioxan-5-yl)piperazine (1 g; prepared in a similar manner to that described in Example 2), 4-allyl-5-(3-pyridyl)-1,2,4-triazole-3(2H,4H)-thione (1 g), 37-40% aqueous formaldehyde solution (0.5 ml) and t-butanol (60 ml) was stirred at ambient temperature for 30 minutes, heated under reflux for 15 minutes, then the solvent was removed in vacuo. The residue was triturated with a 1:1 mixture of cyclohexane and ether (40 ml), and the resulting solid was collected by filtratio... The reactants are COC(=O)C(C)=Cc1ccc(OCc2cccc(F)c2)cc1, CO, [K+], [OH-]. The product is CC(=Cc1ccc(OCc2cccc(F)c2)cc1)C(=O)O. As a reaction SMILES: [CH3:1][O:2][C:3]([C:4](=[CH:5][c:6]1[cH:7][cH:8][c:9]([O:12][CH2:13][c:14]2[cH:15][c:16]([F:20])[cH:17][cH:18][cH:19]2)[cH:10][cH:11]1)[CH3:21])=[O:22].[CH3:25][OH:26].[K+:24].[OH-:23]>>[O:2]=[C:3]([C:4](=[CH:5][c:6]1[cH:7][cH:8][c:9]([O:12][CH2:13][c:14]2[cH:15][c:16]([F:20])[cH:17][cH:18][cH:19]2)[cH:10][cH:11]1)[CH3:21])[OH:22]. Starting materials: CCC(O)(CC)c1cccc(Sc2ccc3c(-c4ccccc4)cc(N=C(c4ccccc4)c4ccccc4)nc3c2)c1, CC(=O)[O-], CO, Cl, [K+], NO. Yields the product CCC(O)(CC)c1cccc(Sc2ccc3c(-c4ccccc4)cc(N)nc3c2)c1. Reaction SMILES: [C:1]([c:2]1[cH:3][cH:4][cH:5][cH:6][cH:7]1)([c:8]1[cH:9][cH:10][cH:11][cH:12][cH:13]1)=[N:14][c:15]1[n:16][c:17]2[cH:18][c:19]([S:31][c:32]3[cH:33][c:34]([C:38]([CH2:39][CH3:40])([CH2:41][CH3:42])[OH:43])[cH:35][cH:36][cH:37]3)[cH:20][cH:21][c:22]2[c:23](-[c:25]2[cH:26][cH:27][cH:28][cH:29][cH:30]2)[cH:24]1.[CH3:48][C:49](=[O:50])[O-:51].[CH3:52][OH:53].[ClH:44].[K+:47].[NH2:45][OH:46]>>[NH2:14][c:15]1[n:16][c:17]2[cH:18][c:19]([S:31][c:32]3[cH:33][c:34]([C:38]([CH2:39][CH3:40])([CH2:41][CH3:42])[OH:43])[cH:35][cH:36][cH:37]3)[cH:20][cH:21][c:22]2[c:23](-[c:25]2[cH:26][cH:27][cH:28][cH:29][cH:30]2)[cH:24]1. The reactants are NC1CCCCN(CC(=O)O)C1=O, CCOC(=O)C(=O)CCc1c[nH]c2ccccc12. The product is CCOC(=O)C(CCc1c[nH]c2ccccc12)NC1CCCCN(CC(=O)O)C1=O. RXN SMILES: [NH2:1][CH:2]1[C:3](=[O:13])[N:4]([CH2:9][C:10](=[O:11])[OH:12])[CH2:5][CH2:6][CH2:7][CH2:8]1.[nH:14]1[cH:15][c:16]([CH2:23][CH2:24][C:25]([C:26](=[O:27])[O:28][CH2:29][CH3:30])=[O:31])[c:17]2[cH:18][cH:19][cH:20][cH:21][c:22]12>>[NH:1]([CH:2]1[C:3](=[O:13])[N:4]([CH2:9][C:10](=[O:11])[OH:12])[CH2:5][CH2:6][CH2:7][CH2:8]1)[CH:25]([CH2:24][CH2:23][c:16]1[cH:15][nH:14][c:22]2[c:17]1[cH:18][cH:19][cH:20][cH:21]2)[C:26](=[O:27])[O:28][CH2:29][CH3:30]. The reactants are OC1=NC=C(C=C1)[N+](=O)[O-] (2-hydroxy-5-nitro pyridine), C1(CC1)CBr (cyclopropyl methyl bromide). Run in CN(C)C=O (DMF). Conditions: time 5.5 hour. Yields the product C1(CC1)COC1=NC=C(C=C1)[N+](=O)[O-] (2-(cyclopropylmethoxy)-5-nitropyridine). Isolated yield 28.8%. Reaction SMILES: [OH:1][C:2]1[CH:7]=[CH:6][C:5]([N+:8]([O-:10])=[O:9])=[CH:4][N:3]=1.[CH:11]1([CH2:14]Br)[CH2:13][CH2:12]1>CN(C=O)C>[CH:11]1([CH2:14][O:1][C:2]2[CH:7]=[CH:6][C:5]([N+:8]([O-:10])=[O:9])=[CH:4][N:3]=2)[CH2:13][CH2:12]1. Reported procedure: To a cold solution of 2-hydroxy-5-nitro pyridine (0.500 g, 3.57 mmol) in DMF (4.0 mL) was added cyclopropyl methyl bromide (0.481 g, 3.57 mmol) at 0° C. The reaction mass was stirred at RT for 5-6 h. The reaction mass was quenched in water and extracted with ethyl acetate. The organic layer was separated, dried over anhydrous sodium sulphate and concentrated. The obtained crude was purified by column chromatography on neutral alumina eluting with 10% EtOAc: Pet.ether to afford 0.200 g of the des... Starting materials: C(C(S)CC(=O)O)(=O)O (thiomalic acid), C1CCC2=NCCCN2CC1 (DBU), S(=O)(=O)(C)O (MsOH), N[C@@H](CC1=CC=C(C=C1)OC(C)(C)C)C(=O)N[C@@H](CC(C)C)C(=O)OCC1=CC=CC=C1 (H-Tyr(tBu)-Leu-OBzl), C=1C=CC2=C(C1)N=NN2O (HOBt), N([C@@H](CCC(OC(C)(C)C)=O)C(=O)O)C(=O)OCC1C2=CC=CC=C2C2=CC=CC=C12 (Fmoc-Glu(OtBu)-OH), CCN=C=NCCCN(C)C.Cl (EDC.HCl). Run in [Cl-].[Na+].O (brine), C(Cl)(Cl)Cl (chloroform), C(Cl)(Cl)Cl (chloroform), C(Cl)(Cl)Cl (chloroform). Reaction conditions: time 8 hour. Product: N[C@@H](CCC(OC(C)(C)C)=O)C(=O)N[C@@H](CC1=CC=C(C=C1)OC(C)(C)C)C(=O)N[C@@H](CC(C)C)C(=O)OCC1=CC=CC=C1 (H-Glu(OtBu)-Tyr(tBu)-Leu-OBzl). Reaction SMILES: [NH2:1][C@H:2]([C:15]([NH:17][C@H:18]([C:23]([O:25][CH2:26][C:27]1[CH:32]=[CH:31][CH:30]=[CH:29][CH:28]=1)=[O:24])[CH2:19][CH:20]([CH3:22])[CH3:21])=[O:16])[CH2:3][C:4]1[CH:9]=[CH:8][C:7]([O:10][C:11]([CH3:14])([CH3:13])[CH3:12])=[CH:6][CH:5]=1.C1C=CC2N(O)N=NC=2C=1.[NH:43](C(OCC1C2C(=CC=CC=2)C2C1=CC=CC=2)=O)[C@H:44]([C:54](O)=[O:55])[CH2:45][CH2:46][C:47](=[O:53])[O:48][C:49]([CH3:52])([CH3:51])[CH3:50].CCN=C=NCCCN(C)C.Cl.C(O)(=O)C(CC(O)=O)S.C1CCN2C(=NCCC2)CC1.S(O)(C)(=O)=O>[Cl-].[Na+].O.C(Cl)(Cl)Cl>[NH2:43][C@H:44]([C:54]([NH:1][C@H:2]([C:15]([NH:17][C@H:18]([C:23]([O:25][CH2:26][C:27]1[CH:28]=[CH:29][CH:30]=[CH:31][CH:32]=1)=[O:24])[CH2:19][CH:20]([CH3:22])[CH3:21])=[O:16])[CH2:3][C:4]1[CH:5]=[CH:6][C:7]([O:10][C:11]([CH3:13])([CH3:14])[CH3:12])=[CH:8][CH:9]=1)=[O:55])[CH2:45][CH2:46][C:47](=[O:53])[O:48][C:49]([CH3:51])([CH3:52])[CH3:50] |f:3.4,8.9.10|. Procedure details: To the chloroform solution (20 ml) of H-Tyr(tBu)-Leu-OBzl was added HOBt (41 mg, 0.30 mmol), Fmoc-Glu(OtBu)-OH (468 mg, 1.10 mmol) and EDC.HCl (232 mg, 1.21 mmol) were added under ice-cooling, and the mixture was stirred at room temperature overnight. After completion of the reaction, to this solution were added under ice-cooling thiomalic acid (450 mg, 3.00 mmol) and DBU (1.49 mL, 10.00 mmol), and the mixture was stirred at room temperature for 3 hr. After completion of the reaction, to this so... Starting materials: CCCCCCC, CC(C)OC(C)C, [Cl-], [Cl-], [Cl-], [Cl-], COC(=O)c1cc2ccc(Cl)cc2n1C, CCOC(=O)CC(=O)Cl, ClCCCl, O, [Ti+4]. Product: CCOC(=O)CC(=O)c1c(C(=O)OC)n(C)c2cc(Cl)ccc12. RXN SMILES: [CH3:30][CH2:31][CH2:32][CH2:33][CH2:34][CH2:35][CH3:36].[CH:37]([O:38][CH:39]([CH3:40])[CH3:41])([CH3:42])[CH3:43].[Cl-:44].[Cl-:45].[Cl-:46].[Cl-:47].[Cl:10][c:11]1[cH:12][cH:13][c:14]2[cH:15][c:16]([C:21](=[O:22])[O:23][CH3:24])[n:17]([CH3:20])[c:18]2[cH:19]1.[Cl:1][C:2]([CH2:3][C:4](=[O:5])[O:6][CH2:7][CH3:8])=[O:9].[Cl:26][CH2:27][CH2:28][Cl:29].[OH2:25].[Ti+4:48]>>[C:2]([CH2:3][C:4](=[O:5])[O:6][CH2:7][CH3:8])(=[O:9])[c:15]1[c:14]2[cH:13][cH:12][c:11]([Cl:10])[cH:19][c:18]2[n:17]([CH3:20])[c:16]1[C:21](=[O:22])[O:23][CH3:24].